From a dataset of the Open Reaction Database (ORD), a public repository of structured organic reaction records. describe an organic reaction: reactants, conditions, products, and yield Starting materials: C([O-])([O-])=O.[K+].[K+] (potassium carbonate), COC1=CC=C(C=C1)/C=C(/C(=C/C2=CC=C(C=C2)O)/[N+]#[C-])\[N+]#[C-] (xanthocillin X monomethyl ether), CBr (methyl bromide). Run in CN(C)C=O (DMF). Product: COC1=CC=C(C=C1)/C=C(\[N+]#[C-])/C(=C/C2=CC=C(C=C2)OC)/[N+]#[C-] (xanthocillin X dimethylether). Isolated yield 110.3%. As a reaction SMILES: [CH3:1][O:2][C:3]1[CH:8]=[CH:7][C:6](/[CH:9]=[C:10](\[N+:22]#[C-:23])/[C:11](/[N+:20]#[C-:21])=[CH:12]/[C:13]2[CH:18]=[CH:17][C:16]([OH:19])=[CH:15][CH:14]=2)=[CH:5][CH:4]=1.[C:24](=O)([O-])[O-].[K+].[K+].CBr>CN(C=O)C>[CH3:24][O:19][C:16]1[CH:15]=[CH:14][C:13](/[CH:12]=[C:11](/[C:10](/[N+:22]#[C-:23])=[CH:9]/[C:6]2[CH:5]=[CH:4][C:3]([O:2][CH3:1])=[CH:8][CH:7]=2)\[N+:20]#[C-:21])=[CH:18][CH:17]=1 |f:1.2.3|. Reported procedure: 13 mg of xanthocillin X monomethyl ether is dissolved in 2 ml of DMF and 40 mg of potassium carbonate is added thereto. Further, 50 μl of methyl bromide is added thereto and the mixture thus formed is extracted with 30 ml portions of ethyl acetate thrice. The extracts are combined, successively washed with water and a saturated aqueous solution of sodium chloride and dried over sodium sulfate. The sodium sulfate is filtered off, and the solvent is distilled from the filtrate. Thus, approximately... Reactants: CCN(C(C)C)C(C)C (DIEA), CCN=C=NCCCN(C)C (WSC), C=1C=CC2=C(C1)N=NN2O (HOBT), FC(C(=O)O)(F)F.ClCCC\C(\C(=O)O)=C/C1=CC(=C(C=C1)N1C=NC(=C1)C)F ((E)-5-chloro-2-{1-[3-fluoro-4-(4-methyl-1H-imidazol-1-yl)phenyl]methylidene}valeric acid trifluoroacetate), Cl.N[C@@H]([C@@H](C)O)C1=CC(=C(C(=C1)F)F)F ((1R,2R)-1-amino-1-(3,4,5-trifluorophenyl)propan-2-ol hydrochloride). The solvent is CN(C)C=O (DMF), C(C)(=O)OCC (Ethyl acetate). Run at time 1 hour. Product: O[C@@H]([C@@H](C1=CC(=C(C(=C1)F)F)F)NC(/C(/CCCCl)=C/C1=CC(=C(C=C1)N1C=NC(=C1)C)F)=O)C ((E)-5-chloro-2-{1-[3-fluoro-4-(4-methyl-1H-imidazol-1-yl)phenyl]methylidene}valeric acid [(1R,2R)-2-hydroxy-1-(3,4,5-trifluorophenyl)propyl]amide). The yield is 94.2%. As a reaction SMILES: CCN(C(C)C)C(C)C.CCN=C=NCCCN(C)C.C1C=CC2N(O)N=NC=2C=1.FC(F)(F)C(O)=O.[Cl:38][CH2:39][CH2:40][CH2:41]/[C:42](=[CH:46]\[C:47]1[CH:52]=[CH:51][C:50]([N:53]2[CH:57]=[C:56]([CH3:58])[N:55]=[CH:54]2)=[C:49]([F:59])[CH:48]=1)/[C:43]([OH:45])=O.Cl.[NH2:61][C@H:62]([C:66]1[CH:71]=[C:70]([F:72])[C:69]([F:73])=[C:68]([F:74])[CH:67]=1)[C@H:63]([OH:65])[CH3:64]>CN(C=O)C.C(OCC)(=O)C>[OH:65][C@H:63]([CH3:64])[C@H:62]([NH:61][C:43](=[O:45])/[C:42](=[CH:46]/[C:47]1[CH:52]=[CH:51][C:50]([N:53]2[CH:57]=[C:56]([CH3:58])[N:55]=[CH:54]2)=[C:49]([F:59])[CH:48]=1)/[CH2:41][CH2:40][CH2:39][Cl:38])[C:66]1[CH:67]=[C:68]([F:74])[C:69]([F:73])=[C:70]([F:72])[CH:71]=1 |f:3.4,5.6|. Reported procedure: A solution of 4 N hydrogen chloride in dioxane (10 mL) was added to a solution of tert-butyl [(1R,2R)-2-hydroxy-1-(3,4,5-trifluorophenyl)propyl]carbamate (2.85 g) in dioxane (10 mL) at room temperature, and the reaction solution was stirred at room temperature for five hours. Hexane (80 mL) was added to the reaction solution at room temperature, and the reaction solution was stirred at room temperature for 20 minutes. The resulting solid was separated by filtration to obtain (1R,2R)-1-amino-1-(3... Starting materials: FC(CNC(=O)C1(C2=CC=CC=C2C=2C=CC=CC12)CCNC(=O)N1CCC(CC1)NC(OC(C)(C)C)=O)(F)F ([1-[[[2-[9-[[(2,2,2-Trifluoroethyl)amino)carbonyl]-9H-fluoren-9-yl]ethyl]amino]carbonyl]-4-piperidinyl]carbamic acid, 1,1-dimethylethyl ester), compound, Cl (HCl), O1CCOCC1 (dioxane). Solvent: C1CCOC1 (THF). Reaction conditions: time 3 hour. Yields the product C(C1=CC=CC=C1)(=O)NC1CCN(CC1)C(=O)NCCC1(C2=CC=CC=C2C=2C=CC=CC12)C(=O)NCC(F)(F)F (9-[2-[[[4-(Benzoylamino)-1-piperidinyl]carbonyl]amino]ethyl]-N-(2,2,2-trifluoroethyl)-9H-fluorene-9-carboxamide). Reaction SMILES: [F:1][C:2]([F:40])([F:39])[CH2:3][NH:4][C:5]([C:7]1([CH2:20][CH2:21][NH:22][C:23]([N:25]2[CH2:30][CH2:29][CH:28]([NH:31][C:32](=O)[O:33]C(C)(C)C)[CH2:27][CH2:26]2)=[O:24])[C:19]2[CH:18]=[CH:17][CH:16]=[CH:15][C:14]=2[C:13]2[C:8]1=[CH:9][CH:10]=[CH:11][CH:12]=2)=[O:6].Cl.O1[CH2:47][CH2:46]OCC1>C1COCC1>[C:32]([NH:31][CH:28]1[CH2:29][CH2:30][N:25]([C:23]([NH:22][CH2:21][CH2:20][C:7]2([C:5]([NH:4][CH2:3][C:2]([F:40])([F:39])[F:1])=[O:6])[C:19]3[CH:18]=[CH:17][CH:16]=[CH:15][C:14]=3[C:13]3[C:8]2=[CH:9][CH:10]=[CH:11][CH:12]=3)=[O:24])[CH2:26][CH2:27]1)(=[O:33])[C:47]1[CH:46]=[CH:9][CH:8]=[CH:7][CH:5]=1. Procedure details: To a solution of Example 487 compound (1.1 g, 1.97 mmol) in THF (4 mL) was added 4N HCl in dioxane (9 mL, 36.4 mmol). The reaction mixture was stirred at room temperature for 3 h and concentrated in vacuo and then from dioxane (3×10 mL) to give crude title compound (1.46 g) as a white foamy solid. Starting materials: ClC=1C=CC=C2CCC(CC12)=O (8-Chloro-2-tetralone), C(CC)N (propylamine), [BH4-].[Na+] (sodium borohydride). The solvent is C1(=CC=CC=C1)C (toluene). Product: C(CC)NC1CC2=C(C=CC=C2CC1)Cl (2-n-Propylamino-8-chloro-1,2,3,4-tetrahydronaphthalene). As a reaction SMILES: [Cl:1][C:2]1[CH:3]=[CH:4][CH:5]=[C:6]2[C:11]=1[CH2:10][C:9](=O)[CH2:8][CH2:7]2.[CH2:13]([NH2:16])[CH2:14][CH3:15].[BH4-].[Na+]>C1(C)C=CC=CC=1>[CH2:13]([NH:16][CH:9]1[CH2:8][CH2:7][C:6]2[C:11](=[C:2]([Cl:1])[CH:3]=[CH:4][CH:5]=2)[CH2:10]1)[CH2:14][CH3:15] |f:2.3|. Procedure: 8-Chloro-2-tetralone (500 mg, 2.78 mMol) in toluene (25 mL) was reacted with propylamine (1.14 mL, 13.9 mMol) and sodium borohydride (500 rag) as described in Example2 to give after purification by flash chromatography (5% methanol in dichloromethane+tr. NH4OH) the title compound as a dark oil (340 mg, 55%). The hydrochloride was formed, and recrystallization (ethanol/diethyl ether) gave a colorless, crystalline solid (m.p.=213°-215° C.). Product: ClC1=NC(=NC(=N1)C1=CC=C(C=C1)OC)C1=CC=C(C=C1)OC (2-chloro-4,6-bis(4-methoxyphenyl)-1,3,5-triazine). Reported procedure: A Grignard solution of p-methoxyphenylmagnesium bromide (prepared from 12.2 g (0.05 mol) of magnesium and 93.5 g (0.5 mol) of p-bromoanisole in 130 ml of anhydrous THF) is added to a solution of 31.3 g (0.17 mol) of cyanuric chloride in 100 ml of THF over a period of 1.5 hours while maintaining the temperature in the range from 0° to 20° C. After addition is complete, the mixture is stirred at room temperature for 1.5 hours and then poured into 150 ml of 12% hydrogen chloride solution in an ice-... As a reaction SMILES: [CH3:1][O:2][C:3]1[CH:8]=[CH:7][C:6]([Mg]Br)=[CH:5][CH:4]=1.[Mg].Br[C:13]1[CH:18]=[CH:17][C:16]([O:19][CH3:20])=[CH:15][CH:14]=1.[N:21]1[C:28](Cl)=[N:27][C:25](Cl)=[N:24][C:22]=1[Cl:23].Cl>C1COCC1>[Cl:23][C:22]1[N:24]=[C:25]([C:6]2[CH:7]=[CH:8][C:3]([O:2][CH3:1])=[CH:4][CH:5]=2)[N:27]=[C:28]([C:13]2[CH:18]=[CH:17][C:16]([O:19][CH3:20])=[CH:15][CH:14]=2)[N:21]=1. Run in C1CCOC1 (THF). Reaction conditions: time 1.5 hour. Starting materials: COC1=CC=C(C=C1)[Mg]Br (p-methoxyphenylmagnesium bromide), [Mg] (magnesium), BrC1=CC=C(C=C1)OC (p-bromoanisole), N1=C(Cl)N=C(Cl)N=C1Cl (cyanuric chloride), Cl (hydrogen chloride). The product is ClC=1C2=C(N=C(N1)N)N=NN2 (7-Chloro-1H-1,2,3-triazolo[4,5-d]pyrimidin-5-amine). Reported procedure: A solution of 6-chloro-2,4,5-pyrimidinetriamine (10.94 g, 0.0686 mol) and isoamyl nitrite (9.20 ml, 0.0686 mol)in dioxane (500 ml, freshly purified by passage through basic alumina) was heated under nitrogen with stirring for 2 hours at 90°. The reaction mixture was cooled, treated with activated carbon, filtered, and concentrated to 150 ml. Petroleum ether (250 ml, bp 35-60° ) was added. The precipitate was filtered, washed the petroleum ether (50 ml) and dried in vacuo over P2O5 at 40° for 16 ... Reactants: ClC1=C(C(=NC(=N1)N)N)N (6-chloro-2,4,5-pyrimidinetriamine), N(=O)OCCC(C)C (isoamyl nitrite). The yield is 78.9%. The solvent is O1CCOCC1 (dioxane). RXN SMILES: [Cl:1][C:2]1[N:7]=[C:6]([NH2:8])[N:5]=[C:4]([NH2:9])[C:3]=1[NH2:10].[N:11](OCCC(C)C)=O>O1CCOCC1>[Cl:1][C:2]1[C:3]2[NH:10][N:11]=[N:9][C:4]=2[N:5]=[C:6]([NH2:8])[N:7]=1. Conditions: time 2 hour. The reactants are C(CS)(=O)OC (methyl thioglycolate), C(=O)([O-])[O-].[Na+].[Na+] (Na2CO3), ClC1=C(C=C(C#N)C=C1)C#N (4-Chloroisophthalonitrile). Solvent: CO (methanol). Product: NC1=C(SC2=C1C=C(C=C2)C#N)C(=O)OC (3-Amino-2-carbomethoxy-5-cyano-benzthiophene). Yield: 37.0%. RXN SMILES: Cl[C:2]1[CH:9]=[CH:8][C:5]([C:6]#[N:7])=[CH:4][C:3]=1[C:10]#[N:11].[C:12]([O:16][CH3:17])(=[O:15])[CH2:13][SH:14].C([O-])([O-])=O.[Na+].[Na+]>CO>[NH2:11][C:10]1[C:3]2[CH:4]=[C:5]([C:6]#[N:7])[CH:8]=[CH:9][C:2]=2[S:14][C:13]=1[C:12]([O:16][CH3:17])=[O:15] |f:2.3.4|. Procedure details: 4-Chloroisophthalonitrile (5.69 g, 35 mmol), prepared by the method of Markley et al, J. Med. Chem., 29: 427 (1986), was treated with 1 equivalent methyl thioglycolate and 1 equivalent Na2CO3 in methanol by the procedure described in Example 41A to yield the title compound (3.00 g, 37%). m.p. 248° C. 1H NMR (300 MHz, DMSO) δ 8.71 (s, 1H), 8.09 (d, 1H), 7.86 (dd, 1H), 7.30 (br s, 2H), 3.81 (s, 3H). MS (DCI/NH3) m/e 250 (M+NH4)+. The reactants are C(=O)([O-])[O-].[Na+].[Na+] (Na2CO3), C(=O)(C(F)(F)F)O (TFA), ClC1=CC=C(C=C1)C1=CC=2N=CN(C(C2S1)=O)CC1=CC=CC(=N1)OC1CCN(CC1)C(=O)OC(C)(C)C (tert-Butyl 4-[(6-{[6-(4-chlorophenyl)-4-oxothieno[3,2-d]pyrimidin-3(4H)-yl]methyl}pyridin-2-yl)oxy]piperidine-1-carboxylate). Run in C(Cl)Cl (DCM), C(Cl)Cl (DCM). Run at time 40 minute. The product is ClC1=CC=C(C=C1)C1=CC=2N=CN(C(C2S1)=O)CC1=NC(=CC=C1)OC1CCNCC1 (6-(4-Chlorophenyl)-3-{[6-(piperidin-4-yloxy)pyridin-2-yl]methyl}thieno[3,2-d]pyrimidin-4(3H)-one). As a reaction SMILES: [Cl:1][C:2]1[CH:7]=[CH:6][C:5]([C:8]2[S:16][C:15]3[C:14](=[O:17])[N:13]([CH2:18][C:19]4[N:24]=[C:23]([O:25][CH:26]5[CH2:31][CH2:30][N:29](C(OC(C)(C)C)=O)[CH2:28][CH2:27]5)[CH:22]=[CH:21][CH:20]=4)[CH:12]=[N:11][C:10]=3[CH:9]=2)=[CH:4][CH:3]=1.C(O)(C(F)(F)F)=O.C([O-])([O-])=O.[Na+].[Na+]>C(Cl)Cl>[Cl:1][C:2]1[CH:3]=[CH:4][C:5]([C:8]2[S:16][C:15]3[C:14](=[O:17])[N:13]([CH2:18][C:19]4[CH:20]=[CH:21][CH:22]=[C:23]([O:25][CH:26]5[CH2:27][CH2:28][NH:29][CH2:30][CH2:31]5)[N:24]=4)[CH:12]=[N:11][C:10]=3[CH:9]=2)=[CH:6][CH:7]=1 |f:2.3.4|. Procedure: tert-Butyl 4-[(6-{[6-(4-chlorophenyl)-4-oxothieno[3,2-d]pyrimidin-3(4H)-yl]methyl}pyridin-2-yl)oxy]piperidine-1-carboxylate (679 mg, 1.23 mmol) was dissolved in DCM (5 ml) and TFA (1 ml) added. The reaction was stirred at rt. for 40 minutes. DCM (150 ml) and sat. Na2CO3 (aq) (150 ml) were added, the phases separated and the aqueous phase extracted with DCM (150 ml). The combined organics were dried through a phase separator and evaporated in vacuo to yield the title compound as a colorless oil. ...